describe an organic reaction: reactants, conditions, products, and yield From a dataset of the Open Reaction Database (ORD), a public repository of structured organic reaction records. The reactants are [BH4-].[Na+] (sodium borohydride), C1(CCCCC1)C(=O)C=1OC2=C(C1OC)C=C(C=C2)F (Cyclohexyl(5-fluoro-3-methoxy-1-benzofuran-2-yl)methanone), C1(CCCCC1)C(=O)C=1OC2=C(C1OC)C=C(C=C2)F (cyclohexyl(5-fluoro-3-methoxy-1-benzofuran-2-yl)methanone). Solvent: CO (methanol), O1CCCC1 (tetrahydrofuran). Reaction conditions: time 1 hour. The product is C1(CCCCC1)C(O)C=1OC2=C(C1OC)C=C(C=C2)F (cyclohexyl(5-fluoro-3-methoxy-1-benzofuran-2-yl)methanol). Yield: 94.3%. As a reaction SMILES: [CH:1]1([C:7]([C:9]2[O:10][C:11]3[CH:19]=[CH:18][C:17]([F:20])=[CH:16][C:12]=3[C:13]=2[O:14][CH3:15])=[O:8])[CH2:6][CH2:5][CH2:4][CH2:3][CH2:2]1.[BH4-].[Na+]>O1CCCC1.CO>[CH:1]1([CH:7]([C:9]2[O:10][C:11]3[CH:19]=[CH:18][C:17]([F:20])=[CH:16][C:12]=3[C:13]=2[O:14][CH3:15])[OH:8])[CH2:2][CH2:3][CH2:4][CH2:5][CH2:6]1 |f:1.2|. Reported procedure: Cyclohexyl(5-fluoro-3-methoxy-1-benzofuran-2-yl)methanone (2.0 g) synthesized in the above-mentioned (2) was dissolved in tetrahydrofuran (15 mL) and methanol (3 mL), and sodium borohydride (90%, 0.59 g) was added to the solution under ice-cooling. The ice bath was removed, and the reaction mixture was stirred at room temperature for 1 hr then ice-cooled again, and water (2 mL) and 1N hydrochloric acid (10 mL) were carefully added to the mixture, and the mixture was extracted with ethyl acetate.... Run in CC(=O)C (acetone). Product: [I-].C(CC#CC)OC=1C(=NSN1)C=1C=[N+](C=CC1)C (3-(4-(3-pentynyloxy)-1,2,5-thiadiazol-3-yl)-1-methylpyridinium iodide). Starting materials: CI (methyl iodide), C(CC#CC)OC=1C(=NSN1)C=1C=NC=CC1 (3-(4-(3-pentynyloxy)-1,2,5-thiadiazol-3-yl) pyridine). Conditions: time 18 hour. Procedure: A mixture of methyl iodide (0.6 ml, 9 mmol) and 3-(4-(3-pentynyloxy)-1,2,5-thiadiazol-3-yl) pyridine (3 mmol) in acetone (10 ml) was stirred at room temperature for 18 h. The title compound precipitated from the solution and was collected by filtration to yield 0.68 g (59%). As a reaction SMILES: [CH3:1][I:2].[CH2:3]([O:8][C:9]1[C:10]([C:14]2[CH:15]=[N:16][CH:17]=[CH:18][CH:19]=2)=[N:11][S:12][N:13]=1)[CH2:4][C:5]#[C:6][CH3:7]>CC(C)=O>[I-:2].[CH2:3]([O:8][C:9]1[C:10]([C:14]2[CH:15]=[N+:16]([CH3:1])[CH:17]=[CH:18][CH:19]=2)=[N:11][S:12][N:13]=1)[CH2:4][C:5]#[C:6][CH3:7] |f:3.4|. The reactants are ClC(Cl)(Cl)Cl (tetrachloromethane), ClCl (chlorine), O (water), C(Cl)Cl.ClCl (methylene chloride chlorine). The solvent is C(Cl)Cl (Methylene chloride), C(Cl)Cl (methylene chloride), C(Cl)Cl (methylene chloride), C(Cl)(Cl)Cl (chloroform). Run at time 69.5 minute. Yields the product C(Cl)(Cl)Cl.ClC(Cl)(Cl)Cl (chloroform tetrachloromethane). RXN SMILES: ClCl.O.C(Cl)Cl.ClCl.[Cl:9][C:10]([Cl:13])([Cl:12])[Cl:11]>C(Cl)Cl.C(Cl)(Cl)Cl>[CH:10]([Cl:12])([Cl:11])[Cl:9].[Cl:9][C:10]([Cl:13])([Cl:12])[Cl:11] |f:2.3,7.8|. Reported procedure: Methylene chloride (M2) is reacted with chlorine in the liquid phase at 82° C. and 70 psig in the presence of a 40 watt UV black light in a 1 inch ID tube reactor jacketed with circulating water from a 15° C. temperature-regulated water bath at ambient pressure. The organic phase is analyzed on a Varian 6000 gas chromatograph equipped with a 30 meter DB-5 fused-silica capillary column. Using 69-70 minute residence time and a methylene chloride/chlorine molar feed ratio of 1.32, liquid product an... The reactants are CC1(OCCO1)C1=CC=C(O1)CN1N=C(C=C1)N (1-[5-(2-methyl-[1,3]dioxolan-2-yl)-furan-2-ylmethyl]-1H-pyrazol-3-ylamine), FC(C=1C=C(C=CC1)C1=C(N=CO1)C(=O)O)(F)F (5-(3-trifluoromethyl-phenyl)-oxazole-4-carboxylic acid), 01b. Yields the product C(C)(=O)C1=CC=C(O1)CN1N=C(C=C1)NC(=O)C=1N=COC1C1=CC(=CC=C1)C(F)(F)F (5-(3-Trifluoromethyl-phenyl)-oxazole-4-carboxylic acid [1-(5-acetyl-furan-2-ylmethyl)-1H-pyrazol-3-yl]-amide). Reaction SMILES: [CH3:1][C:2]1([C:7]2[O:11][C:10]([CH2:12][N:13]3[CH:17]=[CH:16][C:15]([NH2:18])=[N:14]3)=[CH:9][CH:8]=2)[O:6]CCO1.[F:19][C:20]([F:36])([F:35])[C:21]1[CH:22]=[C:23]([C:27]2[O:31][CH:30]=[N:29][C:28]=2[C:32](O)=[O:33])[CH:24]=[CH:25][CH:26]=1>>[C:2]([C:7]1[O:11][C:10]([CH2:12][N:13]2[CH:17]=[CH:16][C:15]([NH:18][C:32]([C:28]3[N:29]=[CH:30][O:31][C:27]=3[C:23]3[CH:24]=[CH:25][CH:26]=[C:21]([C:20]([F:36])([F:19])[F:35])[CH:22]=3)=[O:33])=[N:14]2)=[CH:9][CH:8]=1)(=[O:6])[CH3:1]. Procedure: Following general procedure B followed by T, starting from 1-[5-(2-methyl-[1,3]dioxolan-2-yl)-furan-2-ylmethyl]-1H-pyrazol-3-ylamine and 5-(3-trifluoromethyl-phenyl)-oxazole-4-carboxylic acid. LC-MS-conditions 01b: tR=1.02 min; [M+H]+=445.14. The reactants are [OH-].[K+] (KOH), SC1=CC=C(C=C1)O (4-Mercaptophenol), ClCCO (2-Chloroethanol). Run in C(C)O (ethanol), C(C)O (ethanol). Product: OCCSC1=CC=C(C=C1)O (4-(2-hydroxyethylthio)phenol). As a reaction SMILES: [SH:1][C:2]1[CH:7]=[CH:6][C:5]([OH:8])=[CH:4][CH:3]=1.[OH-].[K+].Cl[CH2:12][CH2:13][OH:14]>C(O)C>[OH:14][CH2:13][CH2:12][S:1][C:2]1[CH:7]=[CH:6][C:5]([OH:8])=[CH:4][CH:3]=1 |f:1.2|. Reported procedure: 4-Mercaptophenol (126 grams) was dissolved in 60 millimeters of ethanol. A solution of KOH (58 grams) dissolved in ethanol (150 millimeters) was added under a nitrogen blanket. 2-Chloroethanol (83 grams) was then added slowly and the combination allowed to react for 11/2 hours. The product was filtered and the volatiles stripped off. The weight of product was 172 grams. Starting materials: CN1CCN(CC1)CCOC1=CC=2N(C=C1)C(=CN2)C(=O)[O-].[Li+] (lithium 7-(2-(4-methylpiperazin-1-yl)ethoxy)imidazo[1,2-a]pyridine-3-carboxylate), ClC1=C(C(=O)Cl)C(=CC(=C1)Cl)Cl (2,4,6-trichlorobenzoyl chloride), CN1N=C(C=C1C)CN1N=C(C=2C(=CC=CC12)N)CC (1-((1,5-Dimethyl-1H-pyrazol-3-yl)methyl)-3-ethyl-1H-indazol-4-amine). Run in [OH-].[Na+] (NaOH), CCOC(=O)C (EtOAc), CN1CCCC1=O (NMP). Run at temperature 87 celsius, time 30 minute. Product: CN1N=C(C=C1C)CN1N=C(C2=C(C=CC=C12)NC(=O)C1=CN=C2N1C=CC(=C2)OCCN2CCN(CC2)C)CC (N-(1-((1,5-dimethyl-1H-pyrazol-3-yl)methyl)-3-ethyl-1H-indazol-4-yl)-7-(2-(4-methylpiperazin-1-yl)ethoxy)imidazo[1,2-a]pyridine-3-carboxamide). The yield is 68.7%. Reaction SMILES: [CH3:1][N:2]1[CH2:7][CH2:6][N:5]([CH2:8][CH2:9][O:10][C:11]2[CH:16]=[CH:15][N:14]3[C:17]([C:20]([O-:22])=O)=[CH:18][N:19]=[C:13]3[CH:12]=2)[CH2:4][CH2:3]1.[Li+].ClC1C=C(Cl)C=C(Cl)C=1C(Cl)=O.[CH3:36][N:37]1[C:41]([CH3:42])=[CH:40][C:39]([CH2:43][N:44]2[C:52]3[CH:51]=[CH:50][CH:49]=[C:48]([NH2:53])[C:47]=3[C:46]([CH2:54][CH3:55])=[N:45]2)=[N:38]1>CN1C(=O)CCC1.[OH-].[Na+].CCOC(C)=O>[CH3:36][N:37]1[C:41]([CH3:42])=[CH:40][C:39]([CH2:43][N:44]2[C:52]3[C:47](=[C:48]([NH:53][C:20]([C:17]4[N:14]5[CH:15]=[CH:16][C:11]([O:10][CH2:9][CH2:8][N:5]6[CH2:6][CH2:7][N:2]([CH3:1])[CH2:3][CH2:4]6)=[CH:12][C:13]5=[N:19][CH:18]=4)=[O:22])[CH:49]=[CH:50][CH:51]=3)[C:46]([CH2:54][CH3:55])=[N:45]2)=[N:38]1 |f:0.1,5.6|. Procedure: To a solution of lithium 7-(2-(4-methylpiperazin-1-yl)ethoxy)imidazo[1,2-a]pyridine-3-carboxylate (89.1 mg, 0.278 mmol) in NMP (6 mL) at 0° C. was added 2,4,6-trichlorobenzoyl chloride (43.5 μL, 0.278 mmol). The reaction mixture was stirred for 30 minutes. 1-((1,5-Dimethyl-1H-pyrazol-3-yl)methyl)-3-ethyl-1H-indazol-4-amine (50 mg, 0.186 mmol) was added and the mixture was heated at 87° C. for 3 hours. The reaction mixture was cooled to ambient temperature, and diluted with 10% NaOH aqueous solut...